From a dataset of the Open Reaction Database (ORD), a public repository of structured organic reaction records. describe an organic reaction: reactants, conditions, products, and yield Reactants: CCCN(CCC)CCCCN(C)Cc1ccc(CN(Cc2ncc[nH]2)Cc2nccn2C)cc1C(=O)OCC, Cl, O. Yields the product CCCN(CCC)CCCCN(C)Cc1ccc(CN(Cc2ncc[nH]2)Cc2nccn2C)cc1C(=O)O. As a reaction SMILES: [CH2:1]([CH3:2])[O:3][C:4]([c:5]1[c:6]([CH2:26][N:27]([CH3:28])[CH2:29][CH2:30][CH2:31][CH2:32][N:33]([CH2:34][CH2:35][CH3:36])[CH2:37][CH2:38][CH3:39])[cH:7][cH:8][c:9]([CH2:11][N:12]([CH2:13][c:14]2[n:15]([CH3:19])[cH:16][cH:17][n:18]2)[CH2:20][c:21]2[nH:22][cH:23][cH:24][n:25]2)[cH:10]1)=[O:40].[ClH:41].[OH2:42]>>[O:3]=[C:4]([c:5]1[c:6]([CH2:26][N:27]([CH3:28])[CH2:29][CH2:30][CH2:31][CH2:32][N:33]([CH2:34][CH2:35][CH3:36])[CH2:37][CH2:38][CH3:39])[cH:7][cH:8][c:9]([CH2:11][N:12]([CH2:13][c:14]2[n:15]([CH3:19])[cH:16][cH:17][n:18]2)[CH2:20][c:21]2[nH:22][cH:23][cH:24][n:25]2)[cH:10]1)[OH:40]. The reactants are CCOC(=O)C (EtOAc), C(=O)(O)[O-].[Na+] (NaHCO3), FC=1C(=NC(=NC1)C1=CN(C2=NC=C(C=C21)F)S(=O)(=O)C2=CC=C(C=C2)C)N[C@@H]2C[C@@H](CCC2)NC(=N)NC(OC(C)(C)C)=O (tert-butyl N—[N-[(1R,3S)-3-[[5-fluoro-2-[5-fluoro-1-(p-tolylsulfonyl)pyrrolo[2,3-b]pyridin-3-yl]pyrimidin-4-yl]amino]cyclohexyl]carbamimidoyl]carbamate), FC=1C(=NC(=NC1)C1=CN(C2=NC=C(C=C21)F)S(=O)(=O)C2=CC=C(C=C2)C)N[C@@H]2C[C@@H](CCC2)NC(=N)NC(OC(C)(C)C)=O (tert-butyl N—[N-[(1R,3S)-3-[[5-fluoro-2-[5-fluoro-1-(p-tolylsulfonyl)-pyrrolo[2,3-b]pyridin-3-yl]pyrimidin-4-yl]amino]cyclohexyl]carbamimidoyl]-carbamate), C[O-].[Na+] (sodium methoxide). The solvent is C1CCOC1 (THF). Run at time 1 minute. Yields the product FC=1C(=NC(=NC1)C1=CNC2=NC=C(C=C21)F)N[C@@H]2C[C@@H](CCC2)NC(=N)N (1-((1R,3S)-3-(5-fluoro-2-(5-fluoro-1H-pyrrolo[2,3-b]pyridin-3-yl)pyrimidin-4-ylamino)cyclohexyl)guanidine). Reaction SMILES: [F:1][C:2]1[C:3]([NH:28][C@H:29]2[CH2:34][CH2:33][CH2:32][C@@H:31]([NH:35][C:36]([NH:38]C(=O)OC(C)(C)C)=[NH:37])[CH2:30]2)=[N:4][C:5]([C:8]2[C:16]3[C:11](=[N:12][CH:13]=[C:14]([F:17])[CH:15]=3)[N:10](S(C3C=CC(C)=CC=3)(=O)=O)[CH:9]=2)=[N:6][CH:7]=1.C[O-].[Na+].CCOC(C)=O.C([O-])(O)=O.[Na+]>C1COCC1>[F:1][C:2]1[C:3]([NH:28][C@H:29]2[CH2:34][CH2:33][CH2:32][C@@H:31]([NH:35][C:36]([NH2:38])=[NH:37])[CH2:30]2)=[N:4][C:5]([C:8]2[C:16]3[C:11](=[N:12][CH:13]=[C:14]([F:17])[CH:15]=3)[NH:10][CH:9]=2)=[N:6][CH:7]=1 |f:1.2,4.5|. Procedure: To a solution of tert-butyl N—[N-[(1R,3S)-3-[[5-fluoro-2-[5-fluoro-1-(p-tolylsulfonyl)pyrrolo[2,3-b]pyridin-3-yl]pyrimidin-4-yl]amino]cyclohexyl]carbamimidoyl]carbamate, 70c, (0.100 g, 0.156 mmol) in THF (20 mL) was added sodium methoxide (0.033 g, 0.156 mmol) at room temperature. After 1 minute, the reaction mixture was diluted into EtOAc and aqueous saturated NaHCO3 solution. The organic phase was dried over MgSO4, filtered and the solvent was removed under reduced pressure. The resulting resi... Reactants: CCCCc1nc(Cl)c(C(=O)OC(C)OC(=O)CCCC(CO[N+](=O)[O-])O[N+](=O)[O-])n1Cc1ccc(-c2ccccc2-c2nnnn2C(c2ccccc2)(c2ccccc2)c2ccccc2)cc1, CO. Product: CCCCc1nc(Cl)c(C(=O)OC(C)OC(=O)CCCC(CO[N+](=O)[O-])O[N+](=O)[O-])n1Cc1ccc(-c2ccccc2-c2nnn[nH]2)cc1. RXN SMILES: [CH2:1]([CH2:2][CH2:3][CH3:4])[c:5]1[n:6]([CH2:32][c:33]2[cH:34][cH:35][c:36](-[c:39]3[c:40](-[c:45]4[n:46][n:47][n:48][n:49]4[C:50]([c:51]4[cH:52][cH:53][cH:54][cH:55][cH:56]4)([c:57]4[cH:58][cH:59][cH:60][cH:61][cH:62]4)[c:63]4[cH:64][cH:65][cH:66][cH:67][cH:68]4)[cH:41][cH:42][cH:43][cH:44]3)[cH:37][cH:38]2)[c:7]([C:11](=[O:12])[O:13][CH:14]([CH3:15])[O:16][C:17]([CH2:18][CH2:19][CH2:20][CH:21]([CH2:22][O:23][N+:24](=[O:25])[O-:26])[O:27][N+:28](=[O:29])[O-:30])=[O:31])[c:8]([Cl:10])[n:9]1.[CH3:69][OH:70]>>[CH2:1]([CH2:2][CH2:3][CH3:4])[c:5]1[n:6]([CH2:32][c:33]2[cH:34][cH:35][c:36](-[c:39]3[c:40](-[c:45]4[n:46][n:47][n:48][nH:49]4)[cH:41][cH:42][cH:43][cH:44]3)[cH:37][cH:38]2)[c:7]([C:11](=[O:12])[O:13][CH:14]([CH3:15])[O:16][C:17]([CH2:18][CH2:19][CH2:20][CH:21]([CH2:22][O:23][N+:24](=[O:25])[O-:26])[O:27][N+:28](=[O:29])[O-:30])=[O:31])[c:8]([Cl:10])[n:9]1. Starting materials: CS(=O)(=O)N (Methanesulfonamide), [H-].[Na+] (NaH), C1(CC1)CN1C(C(=CC(=C1)C1=NC(=NC=C1OC1=C(C=C(C=C1)F)F)S(=O)(=O)C)C)=O (1-(cyclopropylmethyl)-5-[5-(2,4-difluorophenoxy)-2-methylsulfonylpyrimidin-4-yl]-3-methylpyridin-2-one). The solvent is CN(C)C=O (DMF). Product: C1(CC1)CN1C=C(C=C(C1=O)C)C1=NC(=NC=C1OC1=C(C=C(C=C1)F)F)NS(=O)(=O)C (N-[4-[1-(cyclopropylmethyl)-5-methyl-6-oxopyridin-3-yl]-5-(2,4-difluorophenoxyl)pyrimidin-2-yl]methanesulfonamide). The yield is 54.1%. Reaction SMILES: [CH3:1][S:2]([NH2:5])(=[O:4])=[O:3].[H-].[Na+].[CH:8]1([CH2:11][N:12]2[CH:17]=[C:16]([C:18]3[C:23]([O:24][C:25]4[CH:30]=[CH:29][C:28]([F:31])=[CH:27][C:26]=4[F:32])=[CH:22][N:21]=[C:20](S(C)(=O)=O)[N:19]=3)[CH:15]=[C:14]([CH3:37])[C:13]2=[O:38])[CH2:10][CH2:9]1>CN(C=O)C>[CH:8]1([CH2:11][N:12]2[C:13](=[O:38])[C:14]([CH3:37])=[CH:15][C:16]([C:18]3[C:23]([O:24][C:25]4[CH:30]=[CH:29][C:28]([F:31])=[CH:27][C:26]=4[F:32])=[CH:22][N:21]=[C:20]([NH:5][S:2]([CH3:1])(=[O:4])=[O:3])[N:19]=3)=[CH:17]2)[CH2:10][CH2:9]1 |f:1.2|. Procedure details: Methanesulfonamide (68 mg, 0.71 mmol), NaH (28 mg, 0.7 mmol, 60% in mineral oil) and the title compound from step 3 (80 mg, 0.18 mmol) in DMF (2 mL) were reacted in a similar manner as Example 152, step 6 to give the title compound (45.00 mg, yield: 54.4%) as an off-white solid. 1H NMR (CDCl3, 400 MHz) δ 8.81 (s, 1H), 8.60 (d, J=2.0 Hz, 1H), 8.14 (s, 1H), 8.12 (s, 1H), 7.05-6.98 (m, 2H), 6.91-6.89 (m, 1H), 3.87 (d, J=7.2 Hz, 2H), 3.45 (s, 3H), 2.23 (s, 3H), 1.25-1.22 (m, 1H), 0.64-0.59 (m, 2H), ... Reactants: C(C)(=O)Cl (acetyl chloride), C(C)(C)(C)OC(=O)N1CCC(CC1)C1=CC(=CC=C1)CC1=CC=CC=C1 (1-Tert-butoxycarbonyl-4-((3-benzyl)phenyl)-piperidine). The solvent is CO (MeOH). Reaction conditions: time 15 minute. Product: Cl.C(C1=CC=CC=C1)C=1C=C(C=CC1)C1CCNCC1 (4-((3-Benzyl)phenyl)-piperidine, hydrochloride salt). As a reaction SMILES: C([Cl:4])(=O)C.C(OC([N:12]1[CH2:17][CH2:16][CH:15]([C:18]2[CH:23]=[CH:22][CH:21]=[C:20]([CH2:24][C:25]3[CH:30]=[CH:29][CH:28]=[CH:27][CH:26]=3)[CH:19]=2)[CH2:14][CH2:13]1)=O)(C)(C)C>CO>[ClH:4].[CH2:24]([C:20]1[CH:19]=[C:18]([CH:15]2[CH2:16][CH2:17][NH:12][CH2:13][CH2:14]2)[CH:23]=[CH:22][CH:21]=1)[C:25]1[CH:26]=[CH:27][CH:28]=[CH:29][CH:30]=1 |f:3.4|. Reported procedure: To 2 mL of MeOH at 0° C. was added 0.17 mL of acetyl chloride. After warming to room temperature and stirring for 15 minutes, a solution of 71 mg (0.20 mmol) of 1-tert-butoxycarbonyl-4-((3-benzyl)phenyl)-piperidine (from Step E) was added. The reaction was stirred for 1 hour at room temperature. Volatiles were removed under reduced pressure to yield the title compound, which was used without further purification.